From a dataset of the Open Reaction Database (ORD), a public repository of structured organic reaction records. describe an organic reaction: reactants, conditions, products, and yield Starting materials: [OH-].[Na+] (sodium hydroxide), BrCC(=O)OCC (ethyl bromoacetate), C(C)OC(=O)C(CNCC1=CC=CC=C1)C (N-(2-ethoxycarbonylpropyl)benzylamine), ice water. The solvent is C(C)O (ethanol). Product: C(C)OC(=O)CN(CC(C)C(=O)OCC)CC1=CC=CC=C1 (N-ethoxycarbonylmethyl-N-(2-ethoxycarbonylpropyl)benzylamine). The yield is 61.4%. As a reaction SMILES: Br[CH2:2][C:3]([O:5][CH2:6][CH3:7])=[O:4].[CH2:8]([O:10][C:11]([CH:13]([CH3:23])[CH2:14][NH:15][CH2:16][C:17]1[CH:22]=[CH:21][CH:20]=[CH:19][CH:18]=1)=[O:12])[CH3:9].[OH-].[Na+]>C(O)C>[CH2:6]([O:5][C:3]([CH2:2][N:15]([CH2:16][C:17]1[CH:18]=[CH:19][CH:20]=[CH:21][CH:22]=1)[CH2:14][CH:13]([C:11]([O:10][CH2:8][CH3:9])=[O:12])[CH3:23])=[O:4])[CH3:7] |f:2.3|. Procedure details: 88.4 g (0.53 mole) of ethyl bromoacetate were added to a solution of 98.0 g (0.44 mole) of N-(2-ethoxycarbonylpropyl)benzylamine [prepared as described in Step (1) above] dissolved in 200 ml of ethanol, and the mixture was heated under reflux for 2 hours. The reaction mixture was then poured into 500 ml of ice-water and made alkaline by the addition of a 50% w/v aqueous solution of sodium hydroxide. It was then extracted with ethyl acetate. The ethyl acetate extract was washed, in turn, with a 1... The reactants are BrC1OC(=O)C2=CC(=C(C=C12)O)OC (3-Bromo-5-hydroxy-6-methoxyphthalide), BrC1OC(=O)C2=CC(=C(C=C12)O)OC (3-bromo-5-hydroxy-6-methoxyphthalide), O.NN (hydrazine hydrate), OC=1C=C2COC(=O)C2=CC1OC (5-hydroxy-6-methoxyphthalide), BrN1C(CCC1=O)=O (N-bromosuccinimide). Run in C(C)(=O)O (acetic acid), C(Cl)(Cl)Cl (chloroform). Yields the product OC=1C=C2C=NNC(C2=CC1OC)=O (6-hydroxy-7-methoxy-1(2H)-phthalazinone). Reaction SMILES: Br[CH:2]1[C:11]2[C:6](=[CH:7][C:8]([O:13][CH3:14])=[C:9]([OH:12])[CH:10]=2)[C:4](=O)[O:3]1.OC1C=C2C(=CC=1OC)C(=O)OC2.BrN1C(=O)CCC1=O.O.[NH2:37][NH2:38]>C(Cl)(Cl)Cl.C(O)(=O)C>[OH:12][C:9]1[CH:10]=[C:11]2[C:6](=[CH:7][C:8]=1[O:13][CH3:14])[C:4](=[O:3])[NH:38][N:37]=[CH:2]2 |f:3.4|. Reported procedure: 3-Bromo-5-hydroxy-6-methoxyphthalide may be prepared by treating 5-hydroxy-6-methoxyphthalide with N-bromosuccinimide in chloroform. Treatment of 3-bromo-5-hydroxy-6-methoxyphthalide with hydrazine hydrate in boiling aqueous acetic acid gives 6-hydroxy-7-methoxy-1(2H)-phthalazinone, which may be converted into the sulphate of the title compound by the general procedure of Example 1. Starting materials: CCOC(=O)CCCCBr, CCOC(C)=O, CN(C)C=O, CC(C)c1nc2ccccc2[nH]1, [I-], [Na+]. The product is CCOC(=O)CCCCn1c(C(C)C)nc2ccccc21. Reaction SMILES: [Br:13][CH2:14][CH2:15][CH2:16][CH2:17][C:18](=[O:19])[O:20][CH2:21][CH3:22].[CH3:25][CH2:26][O:27][C:28](=[O:29])[CH3:30].[CH3:31][N:32]([CH3:33])[CH:34]=[O:35].[CH:1]([CH3:2])([CH3:3])[c:4]1[n:5][c:6]2[c:7]([nH:8]1)[cH:9][cH:10][cH:11][cH:12]2.[I-:24].[Na+:23]>>[CH:1]([CH3:2])([CH3:3])[c:4]1[n:5][c:6]2[c:7]([n:8]1[CH2:14][CH2:15][CH2:16][CH2:17][C:18](=[O:19])[O:20][CH2:21][CH3:22])[cH:9][cH:10][cH:11][cH:12]2. Starting materials: C1CCOC1, CI, N#Cc1ccc(-c2nc(-c3ccccc3)[nH]c2Sc2ccc(Cl)cc2)cc1, [H-], [Na+]. Product: Cn1c(-c2ccccc2)nc(-c2ccc(C#N)cc2)c1Sc1ccc(Cl)cc1. As a reaction SMILES: [CH2:32]1[O:33][CH2:34][CH2:35][CH2:36]1.[CH3:30][I:31].[Cl:1][c:2]1[cH:3][cH:4][c:5]([S:8][c:9]2[c:10](-[c:20]3[cH:21][cH:22][c:23]([C:24]#[N:25])[cH:26][cH:27]3)[n:11][c:12](-[c:14]3[cH:15][cH:16][cH:17][cH:18][cH:19]3)[nH:13]2)[cH:6][cH:7]1.[H-:29].[Na+:28]>>[Cl:1][c:2]1[cH:3][cH:4][c:5]([S:8][c:9]2[c:10](-[c:20]3[cH:21][cH:22][c:23]([C:24]#[N:25])[cH:26][cH:27]3)[n:11][c:12](-[c:14]3[cH:15][cH:16][cH:17][cH:18][cH:19]3)[n:13]2[CH3:30])[cH:6][cH:7]1. The reactants are Cl.NO (hydroxylamine hydrochloride), Cl.NO (hydroxylamine hydrochloride), [OH-].[K+] (KOH), C(C1=CC=CC=C1)OC=1C(=NC(=NC1C)N1C(=CC=C1C)C)CCCCCCCCCCOCOC (5-(benzyloxy)-2-(2,5-dimethyl-1H-pyrrol-1-yl)-4-(10-(methoxymethoxy)decyl)-6-methylpyrimidine), [OH-].[K+] (KOH), [OH-].[Na+] (NaOH). Solvent: O (water), C(C)O.O (ethanol water). Yields the product C(C1=CC=CC=C1)OC=1C(=NC(=NC1C)N)CCCCCCCCCCOCOC (5-(Benzyloxy)-4-(10-(methoxymethoxy)decyl)-6-methylpyrimidin-2-ylamine). Reaction SMILES: [CH2:1]([O:8][C:9]1[C:10]([CH2:23][CH2:24][CH2:25][CH2:26][CH2:27][CH2:28][CH2:29][CH2:30][CH2:31][CH2:32][O:33][CH2:34][O:35][CH3:36])=[N:11][C:12]([N:16]2C(C)=CC=C2C)=[N:13][C:14]=1[CH3:15])[C:2]1[CH:7]=[CH:6][CH:5]=[CH:4][CH:3]=1.Cl.NO.[OH-].[K+].[OH-].[Na+]>C(O)C.O.O>[CH2:1]([O:8][C:9]1[C:10]([CH2:23][CH2:24][CH2:25][CH2:26][CH2:27][CH2:28][CH2:29][CH2:30][CH2:31][CH2:32][O:33][CH2:34][O:35][CH3:36])=[N:11][C:12]([NH2:16])=[N:13][C:14]=1[CH3:15])[C:2]1[CH:3]=[CH:4][CH:5]=[CH:6][CH:7]=1 |f:1.2,3.4,5.6,7.8|. Procedure: To a stirred solution containing 230 mg (0.47 mmol) of 5-(benzyloxy)-2-(2,5-dimethyl-1H-pyrrol-1-yl)-4-(10-(methoxymethoxy)decyl)-6-methylpyrimidine in 15 mL of 9:1 ethanol-water was added 327 mg (4.70 mmol) of hydroxylamine hydrochloride followed by 263 mg (4.70 mmol) of KOH. The reaction mixture was then heated and stirred at reflux for 5 h. A second portion of 327 mg (4.70 mmol) of hydroxylamine hydrochloride followed by 263 mg (4.70 mmol) of KOH was added and the reaction mixture was heated ... The reactants are CN, CCO, O=S(=O)(Nc1cccc(C2CO2)c1)c1ccc(-c2ccc(F)cc2F)cc1. Yields the product CNC(CO)c1cccc(NS(=O)(=O)c2ccc(-c3ccc(F)cc3F)cc2)c1. As a reaction SMILES: [CH3:28][NH2:29].[CH3:30][CH2:31][OH:32].[F:1][c:2]1[c:3](-[c:9]2[cH:10][cH:11][c:12]([S:15](=[O:16])(=[O:17])[NH:18][c:19]3[cH:20][c:21]([CH:25]4[O:26][CH2:27]4)[cH:22][cH:23][cH:24]3)[cH:13][cH:14]2)[cH:4][cH:5][c:6]([F:8])[cH:7]1>>[F:1][c:2]1[c:3](-[c:9]2[cH:10][cH:11][c:12]([S:15](=[O:16])(=[O:17])[NH:18][c:19]3[cH:20][c:21]([CH:25]([CH2:27][OH:26])[NH:29][CH3:28])[cH:22][cH:23][cH:24]3)[cH:13][cH:14]2)[cH:4][cH:5][c:6]([F:8])[cH:7]1. The reactants are OC(COC1=C(C=CC=C1)C=1C=CC(NN1)=S)CNC(C)C (6-[2-(2-hydroxy-3-isopropylaminopropoxy)phenyl]-3(2H)-pyridazinethione), O.NN (hydrazine hydrate). The product is N(N)C=1N=NC(=CC1)C1=C(C=CC=C1)OCC(CNC(C)C)O (3-hydrazino-6-[2-(2-hydroxy-3-isopropylaminopropoxy)phenyl]-pyridazine). As a reaction SMILES: [OH:1][CH:2]([CH2:18][NH:19][CH:20]([CH3:22])[CH3:21])[CH2:3][O:4][C:5]1[CH:10]=[CH:9][CH:8]=[CH:7][C:6]=1[C:11]1[CH:12]=[CH:13][C:14](=S)[NH:15][N:16]=1.O.[NH2:24][NH2:25]>>[NH:24]([C:14]1[N:15]=[N:16][C:11]([C:6]2[CH:7]=[CH:8][CH:9]=[CH:10][C:5]=2[O:4][CH2:3][CH:2]([OH:1])[CH2:18][NH:19][CH:20]([CH3:22])[CH3:21])=[CH:12][CH:13]=1)[NH2:25] |f:1.2|. Procedure: A stirred mixture of 6-[2-(2-hydroxy-3-isopropylaminopropoxy)phenyl]-3(2H)-pyridazinethione (1.5 g, 0.005 mole) and hydrazine hydrate (30 ml) was heated under reflux in an atmosphere of nitrogen for 90 minutes. Excess of hydrazine hydrate was removed under reduced pressure to give 3-hydrazino-6-[2-(2-hydroxy-3-isopropylaminopropoxy)phenyl]-pyridazine as an oil which was converted into an amorphous citrate (2 g, 83%).